The task is: describe an organic reaction: reactants, conditions, products, and yield. This data is from the Open Reaction Database (ORD), a public repository of structured organic reaction records. The reactants are O=C(Nc1ccc(C#CCCCBr)cc1)C(F)(F)F, CNCC(O[Si](C)(C)C(C)(C)C)c1ccc(O)c2[nH]c(=O)ccc12, CCCC[N+](CCCC)(CCCC)CCCC, CCN(C(C)C)C(C)C, [I-], CN(C)C=O. Yields the product CN(CCCC#Cc1ccc(NC(=O)C(F)(F)F)cc1)CC(O[Si](C)(C)C(C)(C)C)c1ccc(O)c2[nH]c(=O)ccc12. As a reaction SMILES: [Br:1][CH2:2][CH2:3][CH2:4][C:5]#[C:6][c:7]1[cH:8][cH:9][c:10]([NH:13][C:14]([C:15]([F:16])([F:17])[F:18])=[O:19])[cH:11][cH:12]1.[C:20]([CH3:21])([CH3:22])([CH3:23])[Si:24]([O:25][CH:26]([CH2:27][NH:28][CH3:29])[c:30]1[c:31]2[cH:32][cH:33][c:34](=[O:41])[nH:35][c:36]2[c:37]([OH:40])[cH:38][cH:39]1)([CH3:42])[CH3:43].[CH2:59]([N+:60]([CH2:61][CH2:62][CH2:63][CH3:64])([CH2:65][CH2:66][CH2:67][CH3:68])[CH2:69][CH2:70][CH2:71][CH3:72])[CH2:73][CH2:74][CH3:75].[CH:44]([N:45]([CH2:46][CH3:47])[CH:48]([CH3:49])[CH3:50])([CH3:51])[CH3:52].[I-:58].[O:53]=[CH:54][N:55]([CH3:56])[CH3:57]>>[CH2:2]([CH2:3][CH2:4][C:5]#[C:6][c:7]1[cH:8][cH:9][c:10]([NH:13][C:14]([C:15]([F:16])([F:17])[F:18])=[O:19])[cH:11][cH:12]1)[N:28]([CH2:27][CH:26]([O:25][Si:24]([C:20]([CH3:21])([CH3:22])[CH3:23])([CH3:42])[CH3:43])[c:30]1[c:31]2[cH:32][cH:33][c:34](=[O:41])[nH:35][c:36]2[c:37]([OH:40])[cH:38][cH:39]1)[CH3:29]. The reactants are Cc1[nH]c2ccccc2c1C(=O)C(=O)Cl, Cc1cc2ccccc2[nH]1, CCOCC, O=C(Cl)C(=O)Cl. Product: Cc1[nH]c2ccccc2c1C(=O)C(=O)O. RXN SMILES: [CH3:17][c:18]1[nH:19][c:20]2[cH:21][cH:22][cH:23][cH:24][c:25]2[c:26]1[C:27]([C:28](=[O:29])[Cl:30])=[O:31].[CH3:1][c:2]1[nH:3][c:4]2[c:5]([cH:6]1)[cH:7][cH:8][cH:9][cH:10]2.[CH3:32][CH2:33][O:34][CH2:35][CH3:36].[Cl:11][C:12](=[O:13])[C:14]([Cl:15])=[O:16]>>[OH:13][C:28]([C:27]([c:26]1[c:18]([CH3:17])[nH:19][c:20]2[cH:21][cH:22][cH:23][cH:24][c:25]21)=[O:31])=[O:29]. The reactants are CCCCP(CCCC)CCCC, CCOC(=O)CCN(C)C(=O)c1ccc(NC(c2oc3ccc(O)cc3c2C)C2CCCCC2)cc1, O=C(N=NC(=O)N1CCCCC1)N1CCCCC1, C1CCOC1, OCc1ccccn1. Product: CCOC(=O)CCN(C)C(=O)c1ccc(NC(c2oc3ccc(OCc4ccccn4)cc3c2C)C2CCCCC2)cc1. As a reaction SMILES: [CH2:45]([P:46]([CH2:47][CH2:48][CH2:49][CH3:50])[CH2:51][CH2:52][CH2:53][CH3:54])[CH2:55][CH2:56][CH3:57].[CH:1]1([CH:7]([c:8]2[o:9][c:10]3[c:11]([c:12]2[CH3:13])[cH:14][c:15]([OH:18])[cH:16][cH:17]3)[NH:19][c:20]2[cH:21][cH:22][c:23]([C:26](=[O:27])[N:28]([CH2:29][CH2:30][C:31](=[O:32])[O:33][CH2:34][CH3:35])[CH3:36])[cH:24][cH:25]2)[CH2:2][CH2:3][CH2:4][CH2:5][CH2:6]1.[N:58]([C:59]([N:60]1[CH2:61][CH2:62][CH2:63][CH2:64][CH2:65]1)=[O:66])=[N:67][C:68]([N:69]1[CH2:70][CH2:71][CH2:72][CH2:73][CH2:74]1)=[O:75].[O:76]1[CH2:77][CH2:78][CH2:79][CH2:80]1.[n:37]1[c:38]([CH2:43][OH:44])[cH:39][cH:40][cH:41][cH:42]1>>[CH:1]1([CH:7]([c:8]2[o:9][c:10]3[c:11]([c:12]2[CH3:13])[cH:14][c:15]([O:18][CH2:43][c:38]2[n:37][cH:42][cH:41][cH:40][cH:39]2)[cH:16][cH:17]3)[NH:19][c:20]2[cH:21][cH:22][c:23]([C:26](=[O:27])[N:28]([CH2:29][CH2:30][C:31](=[O:32])[O:33][CH2:34][CH3:35])[CH3:36])[cH:24][cH:25]2)[CH2:2][CH2:3][CH2:4][CH2:5][CH2:6]1.